describe an organic reaction: reactants, conditions, products, and yield From a dataset of the Open Reaction Database (ORD), a public repository of structured organic reaction records. Starting materials: O=C([O-])[O-], CCO, NCc1ccccc1, [Na+], [Na+], O=C1NC(=S)SC1=Cc1ccc2c(c1)OCO2, O. The product is O=C1NC(=NCc2ccccc2)SC1=Cc1ccc2c(c1)OCO2. Reaction SMILES: [C:18](=[O:19])([O-:20])[O-:21].[CH3:32][CH2:33][OH:34].[NH2:24][CH2:25][c:26]1[cH:27][cH:28][cH:29][cH:30][cH:31]1.[Na+:22].[Na+:23].[O:1]1[CH2:2][O:3][c:4]2[c:5]1[cH:6][cH:7][c:8]([CH:10]=[C:11]1[C:12](=[O:17])[NH:13][C:14](=[S:16])[S:15]1)[cH:9]2.[OH2:35]>>[O:1]1[CH2:2][O:3][c:4]2[c:5]1[cH:6][cH:7][c:8]([CH:10]=[C:11]1[C:12](=[O:17])[NH:13][C:14](=[N:24][CH2:25][c:26]3[cH:27][cH:28][cH:29][cH:30][cH:31]3)[S:15]1)[cH:9]2. Starting materials: CCn1ccc2ccc(NC(=O)c3ccc(N4CCN(c5ccc(C(=O)OCc6ccccc6)cc5)CC4)nc3)cc21, CCO, CCOC(C)=O, [H][H]. Product: CCn1ccc2ccc(NC(=O)c3ccc(N4CCN(c5ccc(C(=O)O)cc5)CC4)nc3)cc21. RXN SMILES: [CH2:1]([c:2]1[cH:3][cH:4][cH:5][cH:6][cH:7]1)[O:8][C:9]([c:10]1[cH:11][cH:12][c:13]([N:16]2[CH2:17][CH2:18][N:19]([c:22]3[n:23][cH:24][c:25]([C:28]([NH:29][c:30]4[cH:31][cH:32][c:33]5[cH:34][cH:35][n:36]([CH2:39][CH3:40])[c:37]5[cH:38]4)=[O:41])[cH:26][cH:27]3)[CH2:20][CH2:21]2)[cH:14][cH:15]1)=[O:42].[CH3:43][CH2:44][OH:45].[CH3:48][CH2:49][O:50][C:51]([CH3:52])=[O:53].[H:46][H:47]>>[O:8]=[C:9]([c:10]1[cH:11][cH:12][c:13]([N:16]2[CH2:17][CH2:18][N:19]([c:22]3[n:23][cH:24][c:25]([C:28]([NH:29][c:30]4[cH:31][cH:32][c:33]5[cH:34][cH:35][n:36]([CH2:39][CH3:40])[c:37]5[cH:38]4)=[O:41])[cH:26][cH:27]3)[CH2:20][CH2:21]2)[cH:14][cH:15]1)[OH:42]. The reactants are monohydrate, FC(C(F)(F)F)(OC1=CC=C(C=C1)N1N=C(N=C1)C1=CC=C(C(=O)OC)C=C1)F (methyl 4-(1-(4-(perfluoroethoxy)phenyl)-1H-1,2,4-triazol-3-yl)benzoate), C1CCOC1 (THF), [OH-].[Li+] (lithium hydroxide). Solvent: O (water), O (water). Run at temperature 60 celsius, time 39 hour. The product is FC(C(F)(F)F)(OC1=CC=C(C=C1)N1N=C(N=C1)C1=CC=C(C(=O)O)C=C1)F (4-(1-(4-(perfluoroethoxy)phenyl)-1H-1,2,4-triazol-3-yl)benzoic acid). The yield is 95.9%. Reaction SMILES: [F:1][C:2]([F:29])([O:7][C:8]1[CH:13]=[CH:12][C:11]([N:14]2[CH:18]=[N:17][C:16]([C:19]3[CH:28]=[CH:27][C:22]([C:23]([O:25]C)=[O:24])=[CH:21][CH:20]=3)=[N:15]2)=[CH:10][CH:9]=1)[C:3]([F:6])([F:5])[F:4].C1COCC1.[OH-].[Li+]>O>[F:29][C:2]([F:1])([O:7][C:8]1[CH:9]=[CH:10][C:11]([N:14]2[CH:18]=[N:17][C:16]([C:19]3[CH:20]=[CH:21][C:22]([C:23]([OH:25])=[O:24])=[CH:27][CH:28]=3)=[N:15]2)=[CH:12][CH:13]=1)[C:3]([F:6])([F:5])[F:4] |f:2.3|. Reported procedure: In a 250 mL round bottomed flask equipped with an overhead stirrer, T-type thermocouple, and nitrogen inlet were added methyl 4-(1-(4-(perfluoroethoxy)phenyl)-1H-1,2,4-triazol-3-yl)benzoate (11.1 g, 26.9 mmol) and THF (100 mL). To this yellow suspension were added water (10 mL) and lithium hydroxide.monohydrate (LiOH.H2O; 3.4 g, 81 mmol). The reaction was stirred at 23° Cfor 39 h during which time it became a yellow solution. The solution was warmed to 60° C. and stirred at 60° C. until complete... The reactants are C1CCOC1, CO, COC(=O)c1ccc(S(=O)(=O)CCc2c(CO)n(C(c3ccccc3)c3ccccc3)c3ccc(Cl)cc23)cc1, [Na+], [OH-]. Yields the product O=C(O)c1ccc(S(=O)(=O)CCc2c(CO)n(C(c3ccccc3)c3ccccc3)c3ccc(Cl)cc23)cc1. As a reaction SMILES: [CH2:45]1[O:46][CH2:47][CH2:48][CH2:49]1.[CH3:41][OH:42].[CH:1]([c:2]1[cH:3][cH:4][cH:5][cH:6][cH:7]1)([c:8]1[cH:9][cH:10][cH:11][cH:12][cH:13]1)[n:14]1[c:15]([CH2:39][OH:40])[c:16]([CH2:24][CH2:25][S:26](=[O:27])(=[O:28])[c:29]2[cH:30][cH:31][c:32]([C:33](=[O:34])[O:35][CH3:36])[cH:37][cH:38]2)[c:17]2[cH:18][c:19]([Cl:23])[cH:20][cH:21][c:22]12.[Na+:44].[OH-:43]>>[CH:1]([c:2]1[cH:3][cH:4][cH:5][cH:6][cH:7]1)([c:8]1[cH:9][cH:10][cH:11][cH:12][cH:13]1)[n:14]1[c:15]([CH2:39][OH:40])[c:16]([CH2:24][CH2:25][S:26](=[O:27])(=[O:28])[c:29]2[cH:30][cH:31][c:32]([C:33](=[O:34])[OH:35])[cH:37][cH:38]2)[c:17]2[cH:18][c:19]([Cl:23])[cH:20][cH:21][c:22]12. The reactants are N(C1=CC=CC=C1)C(C(C(=O)NC1=CC=CC=C1)C1=CC=C(C(=O)NC2=C(C=CC=C2)NC(OC(C)(C)C)=O)C=C1)=O (tert-butyl [2-({-4-[2-anilino-1-(anilinocarbonyl)-2-oxoethyl]benzoyl}amino)phenyl]carbamate), CC(C)([O-])C.[K+] (potassium tert-butoxide), CI (methyl iodide). Solvent: C(C)(=O)OCC (ethyl acetate), C1CCOC1 (THF). Run at time 30 minute. Yields the product N(C1=CC=CC=C1)C(C(C)(C(=O)NC1=CC=CC=C1)C1=CC=C(C(=O)NC2=C(C=CC=C2)NC(OC(C)(C)C)=O)C=C1)=O (tert-butyl [2-({4-[2-anilino-1-(anilinocarbonyl)-1-methyl-2-oxoethyl]benzoyl}amino)phenyl]carbamate). The yield is 33.1%. Reaction SMILES: [NH:1]([C:8](=[O:42])[CH:9]([C:19]1[CH:41]=[CH:40][C:22]([C:23]([NH:25][C:26]2[CH:31]=[CH:30][CH:29]=[CH:28][C:27]=2[NH:32][C:33](=[O:39])[O:34][C:35]([CH3:38])([CH3:37])[CH3:36])=[O:24])=[CH:21][CH:20]=1)[C:10]([NH:12][C:13]1[CH:18]=[CH:17][CH:16]=[CH:15][CH:14]=1)=[O:11])[C:2]1[CH:7]=[CH:6][CH:5]=[CH:4][CH:3]=1.[CH3:43]C(C)([O-])C.[K+].CI>C1COCC1.C(OCC)(=O)C>[NH:1]([C:8](=[O:42])[C:9]([C:19]1[CH:41]=[CH:40][C:22]([C:23]([NH:25][C:26]2[CH:31]=[CH:30][CH:29]=[CH:28][C:27]=2[NH:32][C:33](=[O:39])[O:34][C:35]([CH3:36])([CH3:37])[CH3:38])=[O:24])=[CH:21][CH:20]=1)([C:10]([NH:12][C:13]1[CH:14]=[CH:15][CH:16]=[CH:17][CH:18]=1)=[O:11])[CH3:43])[C:2]1[CH:7]=[CH:6][CH:5]=[CH:4][CH:3]=1 |f:1.2|. Reported procedure: To a solution of tert-butyl [2-({-4-[2-anilino-1-(anilinocarbonyl)-2-oxoethyl]benzoyl}amino)phenyl]carbamate (41 mg, 0.073 mmol) in THF (1 mL) at room temperature was added potassium tert-butoxide (85 μL, 1 M in THF, 0.085 mmol). The solution was stirred for 30 min and methyl iodide (6 μL, 0.096 mmol) was added. The reaction mixture was stirred at room temperature for 4 h, diluted with ethyl acetate, washed with water (1×), brine (1×), dried over MgSO4, filtered, and concentrated. Purification b... The reactants are C(C)(=O)OCC (ethyl acetate), C(C)(C)(C)OC(=O)N1CC2=C(CC1)SC(=C2)C(=O)O (5-t-Butoxycarbonyl-4,5,6,7-tetrahydro-thieno[3,2-c]pyridine-2-carboxylic acid), C([O-])([O-])=O.[K+].[K+] (potassium carbonate), CI (methyl iodide). The solvent is CN(C=O)C (N,N-dimethylformamide). Product: COC(=O)C1=CC=2CN(CCC2S1)C(=O)OC(C)(C)C (5-t-butoxycarbonyl-4,5,6,7-tetrahydro-thieno[3,2-c]pyridine-2-carboxylic acid methyl ester). RXN SMILES: [C:1]([O:5][C:6]([N:8]1[CH2:13][CH2:12][C:11]2[S:14][C:15]([C:17]([OH:19])=[O:18])=[CH:16][C:10]=2[CH2:9]1)=[O:7])([CH3:4])([CH3:3])[CH3:2].[C:20](=O)([O-])[O-].[K+].[K+].CI.C(OCC)(=O)C>CN(C)C=O>[CH3:20][O:18][C:17]([C:15]1[S:14][C:11]2[CH2:12][CH2:13][N:8]([C:6]([O:5][C:1]([CH3:4])([CH3:2])[CH3:3])=[O:7])[CH2:9][C:10]=2[CH:16]=1)=[O:19] |f:1.2.3|. Procedure: 5-t-Butoxycarbonyl-4,5,6,7-tetrahydro-thieno[3,2-c]pyridine-2-carboxylic acid (300 mg, 1.1 mmol), potassium carbonate (150 mg, 1.1 mol) and methyl iodide (150 mg, 1.1 mmol) were stirred at room temperature for 4.5 hours in anhydrous N,N-dimethylformamide (3 ml). The reaction solution was mixed with ethyl acetate, washed with water and saturated brine and then dried with anhydrous sodium sulfate to obtain crude 5-t-butoxycarbonyl-4,5,6,7-tetrahydro-thieno[3,2-c]pyridine-2-carboxylic acid methyl e... Starting materials: C(=C)C1C(C1)(C(=O)OCC)C(=O)OCC (diethyl 2-vinylcyclopropane-1,1-dicarboxylate), polyalkoxylated alcohol, C(=C)C1C(C1)(C(=O)OCC)C(=O)OCC (diethyl 2-vinylcyclopropane-1,1-dicarboxylate), C(C)OCCOCCO (2-(2-ethoxyethoxy)ethanol). The reagents and catalysts are [O-]CC.[Na+] (sodium ethoxide). Run in C(C)O (ethanol). The product is C(=C)C1C(C1)(C(=O)OCC)C(=O)OCCOCCOCC (ethyl 2-(2-ethoxyethoxy)ethyl 2-vinylcyclopropane-1,1-dicarboxylate). RXN SMILES: [CH:1]([CH:3]1[CH2:5][C:4]1([C:11]([O:13][CH2:14][CH3:15])=[O:12])[C:6]([O:8][CH2:9][CH3:10])=[O:7])=[CH2:2].[CH2:16]([O:18][CH2:19][CH2:20][O:21]CCO)[CH3:17]>[O-]CC.[Na+].C(O)C>[CH:1]([CH:3]1[CH2:5][C:4]1([C:11]([O:13][CH2:14][CH2:15][O:21][CH2:20][CH2:19][O:18][CH2:16][CH3:17])=[O:12])[C:6]([O:8][CH2:9][CH3:10])=[O:7])=[CH2:2] |f:2.3|. Procedure: Employing a procedure similar to that of Example IV diethyl 2-vinylcyclopropane-1,1-dicarboxylate was reacted with a polyalkoxylated alcohol in the presence of sodium ethoxide catalyst. For the process 33.77 g (0.159 mol) diethyl 2-vinylcyclopropane-1,1-dicarboxylate and 7.12 g (0.053 mol) 2-(2-ethoxyethoxy)ethanol were heated at reflux until the theoretical amount of ethanol was recovered. After removal of unreacted diethyl 2-vinylcyclopropane-1,1-dicarboxylate (19.63 g), 8.4 g crude ethyl 2-(2... Reactants: CC=1C=C(C=CC1OC(F)(F)F)C(C)=O (1-(3-methyl-4-(trifluoromethoxy)phenyl)ethanone), CC(C)(C)[S@@](=O)N ((R)-2-methylpropane-2-sulfinamide), Amine-1. The product is CC(C)(C)[S@@](=O)NC(C)C1=CC(=C(C=C1)OC(F)(F)F)C ((R)-2-methyl-N-(1-(3-methyl-4-(trifluoromethoxy)phenyl)ethyl)propane-2-sulfinamide). Isolated yield 66.0%. Reaction SMILES: [CH3:1][C:2]1[CH:3]=[C:4]([C:13](=O)[CH3:14])[CH:5]=[CH:6][C:7]=1[O:8][C:9]([F:12])([F:11])[F:10].[CH3:16][C:17]([S@:20]([NH2:22])=[O:21])([CH3:19])[CH3:18]>>[CH3:16][C:17]([S@:20]([NH:22][CH:13]([C:4]1[CH:5]=[CH:6][C:7]([O:8][C:9]([F:12])([F:11])[F:10])=[C:2]([CH3:1])[CH:3]=1)[CH3:14])=[O:21])([CH3:19])[CH3:18]. Procedure details: The title compound is prepared in 66% yield (971 mg, colorless oil) from 1-(3-methyl-4-(trifluoromethoxy)phenyl)ethanone (1.00 g, 4.58 mmol, Step-2) and (R)-2-methylpropane-2-sulfinamide (833 mg, 6.88 mmol) in a similar manner to Step-4 of Amine-1. Reactants: BrCCNCCBr, Br, CO, Cc1cc(N)cc2c1NC(=O)CC2, [Na+], [Na+], O=C([O-])[O-]. Yields the product Br, Cc1cc(N2CCNCC2)cc2c1NC(=O)CC2. Reaction SMILES: [Br:15][CH2:16][CH2:17][NH:18][CH2:19][CH2:20][Br:21].[BrH:14].[CH3:28][OH:29].[NH2:1][c:2]1[cH:3][c:4]2[c:9]([c:10]([CH3:12])[cH:11]1)[NH:8][C:7](=[O:13])[CH2:6][CH2:5]2.[Na+:22].[Na+:23].[O-:24][C:25](=[O:26])[O-:27]>>[BrH:15].[N:1]1([c:2]2[cH:3][c:4]3[c:9]([c:10]([CH3:12])[cH:11]2)[NH:8][C:7](=[O:13])[CH2:6][CH2:5]3)[CH2:16][CH2:17][NH:18][CH2:19][CH2:20]1. Reactants: C1(=CC=C(C=C1)S(=O)(=O)Cl)C (p-toluenesulfonyl chloride), OCC1CCCC2=C1N=CS2 (4-Hydroxymethyl-4,5,6,7-tetrahydro-benzo[d]thiazole). Run in N1=CC=CC=C1 (pyridine). Conditions: temperature 10 celsius, time 24 hour. Product: S(=O)(=O)(C1=CC=C(C)C=C1)OCC1CCCC2=C1N=CS2 (4-Tosyloxymethyl-4,5,6,7-tetrahydrobenzo[d]thiazole). Yield: 72.0%. As a reaction SMILES: [C:1]1([CH3:11])[CH:6]=[CH:5][C:4]([S:7](Cl)(=[O:9])=[O:8])=[CH:3][CH:2]=1.[OH:12][CH2:13][CH:14]1[C:19]2[N:20]=[CH:21][S:22][C:18]=2[CH2:17][CH2:16][CH2:15]1>N1C=CC=CC=1>[S:7]([O:12][CH2:13][CH:14]1[C:19]2[N:20]=[CH:21][S:22][C:18]=2[CH2:17][CH2:16][CH2:15]1)([C:4]1[CH:5]=[CH:6][C:1]([CH3:11])=[CH:2][CH:3]=1)(=[O:9])=[O:8]. Procedure details: 9.95 g (52 mmoles) p-toluenesulfonyl chloride are added portionwise to a mixture of 8 g (47 mmoles) of the above derivative (IV) and 15 g anhydrous pyridine, while maintaining the temperature at 10° C. After stirring for 24 hrs at room temperature, the mixture is hydrolyzed and is then extracted with ethyl acetate. The combined organic phases are washed with water, dried and evaporated. The residual oil crystallizes slowly. The product is recristallyzed from boiling isopropyl oxide, on cooling. ...